From a dataset of the Open Reaction Database (ORD), a public repository of structured organic reaction records. describe an organic reaction: reactants, conditions, products, and yield Reported procedure: 1-Acetyl-6-bromo-5-hydroxyindoline (Tetrahedron, 1973, 29 (8), 1115) (2.54 g, 10 mmol) was stirred under Ar in dry DMF (50 ml) as sodium hydride (80%, 0.33 g, 11 mmol) was added over 10 min. After a further 10 min, methyl 4-bromocrotonate (1.75 ml, 15 mmol) was added. The mixture was stirred at 60° C. for 2 h, cooled, and diluted with water. The precipitated material was filtered off and washed with water and ether, affording the title compound (2.40 g, 68%) as a brown solid. NMR showed a mixtur... Yield: 67.8%. Conditions: temperature 60 celsius, time 10 minute. The reactants are C(C)(=O)N1CCC2=CC(=C(C=C12)Br)O (1-Acetyl-6-bromo-5-hydroxyindoline), [H-].[Na+] (sodium hydride), BrC/C=C/C(=O)OC (methyl 4-bromocrotonate). Yields the product C(C)(=O)N1CCC2=CC(=C(C=C12)Br)OC/C=C/C(=O)OC (Methyl 4-[(1-acetyl-6-bromoindolin-5-yl)oxy]crotonate). RXN SMILES: [C:1]([N:4]1[C:12]2[C:7](=[CH:8][C:9]([OH:14])=[C:10]([Br:13])[CH:11]=2)[CH2:6][CH2:5]1)(=[O:3])[CH3:2].[H-].[Na+].Br[CH2:18]/[CH:19]=[CH:20]/[C:21]([O:23][CH3:24])=[O:22]>CN(C=O)C.O>[C:1]([N:4]1[C:12]2[C:7](=[CH:8][C:9]([O:14][CH2:18]/[CH:19]=[CH:20]/[C:21]([O:23][CH3:24])=[O:22])=[C:10]([Br:13])[CH:11]=2)[CH2:6][CH2:5]1)(=[O:3])[CH3:2] |f:1.2|. Solvent: O (water), CN(C)C=O (DMF). The reactants are CCCCO, Clc1cc2nc[nH]c2cc1Cl, Clc1nc(Cl)c2[nH]cnc2n1. The product is Clc1nc(-n2cnc3cc(Cl)c(Cl)cc32)c2nc[nH]c2n1. Reaction SMILES: [CH2:23]([OH:24])[CH2:25][CH2:26][CH3:27].[Cl:12][c:13]1[cH:14][c:15]2[c:16]([n:17][cH:18][nH:19]2)[cH:20][c:21]1[Cl:22].[Cl:1][c:2]1[n:3][c:4]([Cl:11])[c:5]2[nH:6][cH:7][n:8][c:9]2[n:10]1>>[Cl:1][c:2]1[n:3][c:4](-[n:17]2[c:16]3[c:15]([cH:14][c:13]([Cl:12])[c:21]([Cl:22])[cH:20]3)[n:19][cH:18]2)[c:5]2[n:6][cH:7][nH:8][c:9]2[n:10]1. Starting materials: [Cl-].[NH4+] (ammonium chloride), BrC1=NC(=CC=C1)OC (2-bromo-6-methoxypyridine), [Na] (Sodium), N (ammonia), C1(=CC=CC=C1)P(C1=CC=CC=C1)C1=CC=CC=C1 (triphenylphosphine). Run in liquid. Reaction conditions: temperature -40 celsius, time 30 minute. The product is C1(=CC=CC=C1)P(C1=NC(=CC=C1)OC)C1=CC=CC=C1 (diphenyl-(6-methoxy-2-pyridyl)-phosphine). As a reaction SMILES: [Na].N.[C:3]1([P:9](C2C=CC=CC=2)[C:10]2[CH:15]=[CH:14][CH:13]=[CH:12][CH:11]=2)[CH:8]=[CH:7][CH:6]=[CH:5][CH:4]=1.[Cl-].[NH4+].Br[C:25]1[CH:30]=[CH:29][CH:28]=[C:27]([O:31][CH3:32])[N:26]=1>>[C:10]1([P:9]([C:3]2[CH:4]=[CH:5][CH:6]=[CH:7][CH:8]=2)[C:25]2[CH:30]=[CH:29][CH:28]=[C:27]([O:31][CH3:32])[N:26]=2)[CH:11]=[CH:12][CH:13]=[CH:14][CH:15]=1 |f:3.4,^1:0|. Reported procedure: 2.7 g Sodium was added to 100 ml liquid ammonia at -80° C., and then 15.2 g of triphenylphosphine was added in 6 portions with stirring. The solution was slowly warmed to -40° C., kept at that temperature for 30 min, and then cooled again to -80° C. Then, 3.1 g ammonium chloride was added to the stirred solution, followed by 10.9 g of 2-bromo-6-methoxypyridine in three portions. The cooling bath was removed and the ammonia was allowed to evaporate. The residue was worked up with water/dichlorome... The reactants are BrC1=CC=CC=2SC3=CC(=CC=C3SC12)[N+](=O)[O-] (1-bromo-7-nitro-thianthrene). Reagents/catalysts: [Zn] (Zn). Solvent: C(C)(=O)O (acetic acid). The product is BrC1=C2SC=3C=CC(=CC3SC2=CC=C1)N (6-Bromo-thianthren-2-ylamine). Isolated yield 104.0%. As a reaction SMILES: [Br:1][C:2]1[C:15]2[S:14][C:13]3[C:8](=[CH:9][C:10]([N+:16]([O-])=O)=[CH:11][CH:12]=3)[S:7][C:6]=2[CH:5]=[CH:4][CH:3]=1>C(O)(=O)C.[Zn]>[Br:1][C:2]1[CH:3]=[CH:4][CH:5]=[C:6]2[C:15]=1[S:14][C:13]1[CH:12]=[CH:11][C:10]([NH2:16])=[CH:9][C:8]=1[S:7]2. Procedure: Zn dust (144.1 g, 2.2 mol) was added to a stirred solution of 1-bromo-7-nitro-thianthrene (125 g, 367.4 mmol) in glacial acetic acid (500 ml at 0° C. (ice bath). After one hour the ice bath was removed and the solution was left to react overnight at room temperature. The mixture was filtered through a pad of Celite and washed with copious amount of dichloromethane and the filtrate was evaporated in vacuo. Water was added (500 ml) to the residue and the pH was adjusted to pH 8 by addition of conc... Starting materials: Grignard reagent, CON(C(=O)C1=CC(=NO1)C)C (N-methoxy-3, N-dimethyl-5-isoxazolcarboxamide), Grignard reagent, [Mg] (Magnesium), BrCC (bromoethane), BrC1=C(C=CC=C1)COC1OCCCC1 (1-bromo-2-(2-tetrahydropyranyloxymethyl)benzene). The solvent is C1CCOC1 (THF), O (water), C1CCOC1 (THF). Conditions: temperature 55 celsius, time 1 hour. The product is CC1=NOC(=C1)C(=O)C1=C(C=CC=C1)COC1OCCCC1 (2-(2-tetrahydropyranyloxymethyl)phenyl 3-methylisoxazol-5-yl ketone). The yield is 67.9%. RXN SMILES: [Mg].BrCC.Br[C:6]1[CH:11]=[CH:10][CH:9]=[CH:8][C:7]=1[CH2:12][O:13][CH:14]1[CH2:19][CH2:18][CH2:17][CH2:16][O:15]1.CON(C)[C:23]([C:25]1[O:29][N:28]=[C:27]([CH3:30])[CH:26]=1)=[O:24]>O.C1COCC1>[CH3:30][C:27]1[CH:26]=[C:25]([C:23]([C:6]2[CH:11]=[CH:10][CH:9]=[CH:8][C:7]=2[CH2:12][O:13][CH:14]2[CH2:19][CH2:18][CH2:17][CH2:16][O:15]2)=[O:24])[O:29][N:28]=1. Procedure: Magnesium (0.73 g, 0.03 mol) and bromoethane (0.2 ml) were added to a mixture of 1-bromo-2-(2-tetrahydropyranyloxymethyl)benzene (5.42 g, 0.02 mol) and THF (50 ml) under an atmosphere of nitrogen gas, and the resulting mixture was stirred at 50 to 60° C. for 1 hour to prepare Grignard reagent. The Grignard reagent was added dropwise to a mixture of N-methoxy-3, N-dimethyl-5-isoxazolcarboxamide (3.40 g, 0.02 mol) and THF (40 ml). The mixture was stirred at −60° C. to room temperature for 1 hour, ...